This data is from the Open Reaction Database (ORD), a public repository of structured organic reaction records. The task is: describe an organic reaction: reactants, conditions, products, and yield RXN SMILES: [C:32](=[O:33])([O-:34])[O-:35].[Cl:1][CH2:2][c:3]1[cH:4][cH:5][c:6]([NH:9][C:10]([CH:11]=[CH:12][c:13]2[cH:14][c:15](-[c:19]3[cH:20][cH:21][c:22]([CH3:25])[cH:23][cH:24]3)[cH:16][cH:17][cH:18]2)=[O:26])[cH:7][cH:8]1.[K+:36].[K+:37].[O:39]=[CH:40][N:41]([CH3:42])[CH3:43].[OH2:38].[nH:27]1[cH:28][n:29][cH:30][cH:31]1>>[CH2:2]([c:3]1[cH:4][cH:5][c:6]([NH:9][C:10]([CH:11]=[CH:12][c:13]2[cH:14][c:15](-[c:19]3[cH:20][cH:21][c:22]([CH3:25])[cH:23][cH:24]3)[cH:16][cH:17][cH:18]2)=[O:26])[cH:7][cH:8]1)[n:27]1[cH:28][n:29][cH:30][cH:31]1. Reactants: O=C([O-])[O-], Cc1ccc(-c2cccc(C=CC(=O)Nc3ccc(CCl)cc3)c2)cc1, [K+], [K+], CN(C)C=O, O, c1c[nH]cn1. The product is Cc1ccc(-c2cccc(C=CC(=O)Nc3ccc(Cn4ccnc4)cc3)c2)cc1. Reactants: C(C)(C)(C)OC(NC1=C(C=C(C(=C1)S)C(C)(C)C)NC(=O)OC(C)(C)C)=O ((2-tert-butoxycarbonylamino-4-tert-butyl-5-mercapto-phenyl)-carbamic acid tert-butyl ester), S(=O)(=O)(C1=CC=C(C)C=C1)Br (tosyl bromide), N1=CC=CC=C1 (pyridine). Solvent: CCOC(=O)C (EtOAc). Product: C(C)(C)(C)OC(=O)NC1=CC(=C(C=C1NC(=O)OC(C)(C)C)SS(=O)(=O)C1=CC=C(C=C1)C)C(C)(C)C (Toluene-4-thiosulfonic acid S-(4,5-bis-tert-butoxycarbonylamino-2-tert-butyl-phenyl)ester). Reaction SMILES: [C:1]([O:5][C:6](=[O:27])[NH:7][C:8]1[CH:13]=[C:12]([SH:14])[C:11]([C:15]([CH3:18])([CH3:17])[CH3:16])=[CH:10][C:9]=1[NH:19][C:20]([O:22][C:23]([CH3:26])([CH3:25])[CH3:24])=[O:21])([CH3:4])([CH3:3])[CH3:2].[S:28](Br)([C:31]1[CH:37]=[CH:36][C:34]([CH3:35])=[CH:33][CH:32]=1)(=[O:30])=[O:29].N1C=CC=CC=1>CCOC(C)=O>[C:23]([O:22][C:20]([NH:19][C:9]1[C:8]([NH:7][C:6]([O:5][C:1]([CH3:2])([CH3:3])[CH3:4])=[O:27])=[CH:13][C:12]([S:14][S:28]([C:31]2[CH:37]=[CH:36][C:34]([CH3:35])=[CH:33][CH:32]=2)(=[O:30])=[O:29])=[C:11]([C:15]([CH3:16])([CH3:17])[CH3:18])[CH:10]=1)=[O:21])([CH3:26])([CH3:25])[CH3:24]. Procedure: The title compound was prepared according to the General Method 15 using (2-tert-butoxycarbonylamino-4-tert-butyl-5-mercapto-phenyl)-carbamic acid tert-butyl ester (prepared in Example TT-2; 16.9 g, 42.8 mmol), tosyl bromide (10.04 g, 42.76 mmol), pyridine (10 mL), and EtOAc (150 mL). The crude product was purified by flash chromatography (5%-60% EtOAc in hexanes as eluents). 1H-NMR (CDCl3): δ 1.19 (s, 9H), 1.53 (s, 18H), 2.42 (s, 3H), 6.42 (br s, 1H), 7.22 (d, 2H), 7.28 (s, 1H), 7.5 (m, 3H), 7.... Starting materials: C1CCOC1, COc1ccccc1NC(=O)c1ccc(CCl)cc1, [H-], [I-], [Na+], [Na+], O=C1NC(=O)c2ccccc21, CN(C)C=O. The product is COc1ccccc1NC(=O)c1ccc(CN2C(=O)c3ccccc3C2=O)cc1. Reaction SMILES: [CH2:35]1[O:36][CH2:37][CH2:38][CH2:39]1.[Cl:14][CH2:15][c:16]1[cH:17][cH:18][c:19]([C:20](=[O:21])[NH:22][c:23]2[c:24]([O:29][CH3:30])[cH:25][cH:26][cH:27][cH:28]2)[cH:31][cH:32]1.[H-:12].[I-:34].[Na+:13].[Na+:33].[O:1]=[C:2]1[NH:3][C:4](=[O:5])[c:6]2[cH:7][cH:8][cH:9][cH:10][c:11]21.[O:40]=[CH:41][N:42]([CH3:43])[CH3:44]>>[O:1]=[C:2]1[N:3]([CH2:15][c:16]2[cH:17][cH:18][c:19]([C:20](=[O:21])[NH:22][c:23]3[c:24]([O:29][CH3:30])[cH:25][cH:26][cH:27][cH:28]3)[cH:31][cH:32]2)[C:4](=[O:5])[c:6]2[cH:7][cH:8][cH:9][cH:10][c:11]21.